This data is from the Open Reaction Database (ORD), a public repository of structured organic reaction records. The task is: describe an organic reaction: reactants, conditions, products, and yield Reactants: [N+](=O)([O-])C1=CC=C(O1)C(=O)O (5-nitro-2-furoic acid), C(C(=O)Cl)(=O)Cl (oxalyl chloride), [Cl-].[Al+3].[Cl-].[Cl-] (aluminum chloride), N1C=CC2=CC=CC=C12 (indole), ice water. The solvent is ClCCl (dichloromethane), ClCCl (dichloromethane). Reaction conditions: temperature 25 celsius, time 30 minute. Product: [N+](=O)([O-])C1=CC=C(O1)C(=O)Cl (5-nitro-2-furoyl chloride), [N+](=O)([O-])C1=CC=C(O1)C(=O)C1=CNC2=CC=CC=C12 (3-(5-nitro-2-furoyl)indole). Reaction SMILES: [N+:1]([C:4]1[O:8][C:7]([C:9]([OH:11])=[O:10])=[CH:6][CH:5]=1)([O-:3])=[O:2].C(Cl)(=O)C([Cl:15])=O.[Cl-].[Al+3].[Cl-].[Cl-].[NH:22]1[C:30]2[C:25](=[CH:26][CH:27]=[CH:28][CH:29]=2)[CH:24]=[CH:23]1>ClCCl>[N+:1]([C:4]1[O:8][C:7]([C:9]([Cl:15])=[O:11])=[CH:6][CH:5]=1)([O-:3])=[O:2].[N+:1]([C:4]1[O:8][C:7]([C:9]([C:24]2[C:25]3[C:30](=[CH:29][CH:28]=[CH:27][CH:26]=3)[NH:22][CH:23]=2)=[O:10])=[CH:6][CH:5]=1)([O-:3])=[O:2] |f:2.3.4.5|. Procedure details: A solution of 5-nitro-2-furoyl chloride, which was prepared with 5-nitro-2-furoic acid (2.0 g) and oxalyl chloride (1.4 ml) in an usual manner, in dichloromethane (10 ml) was added to a suspension at aluminum chloride (1.78 g) at 25° C. The mixture was stirred at 25° C. for 30 minutes, and then a solution of indole (1.49 g) in dichloromethane (15 ml) was added at 25° C. The mixture was stirred at 25° C. for 1 hour, and poured into ice water. The precipitates were filtered and washed with water, ... The reactants are Cn1nnnc1C(=NOCc1cccc(C=O)n1)c1ccccc1, Cl, NO, c1ccncc1. The product is Cn1nnnc1C(=NOCc1cccc(C=NO)n1)c1ccccc1. RXN SMILES: [CH3:1][n:2]1[n:3][n:4][n:5][c:6]1[C:7]([c:8]1[cH:9][cH:10][cH:11][cH:12][cH:13]1)=[N:14][O:15][CH2:16][c:17]1[cH:18][cH:19][cH:20][c:21]([CH:23]=[O:24])[n:22]1.[ClH:25].[NH2:26][OH:27].[cH:28]1[cH:29][cH:30][n:31][cH:32][cH:33]1>>[CH3:1][n:2]1[n:3][n:4][n:5][c:6]1[C:7]([c:8]1[cH:9][cH:10][cH:11][cH:12][cH:13]1)=[N:14][O:15][CH2:16][c:17]1[cH:18][cH:19][cH:20][c:21]([CH:23]=[N:26][OH:27])[n:22]1.